Dataset: the Open Reaction Database (ORD), a public repository of structured organic reaction records. Task: describe an organic reaction: reactants, conditions, products, and yield The reactants are C1(CCCCC1)C(O)C=1C(=NN(C1)C1=CC=CC=C1)COC (cyclohexyl[3-(methoxymethyl)-1-phenyl-1H-pyrazol-4-yl]methanol), NC1=CC=C(C=C1)C(=O)N(CCC(=O)OCC)C (ethyl 3-{[(4-aminophenyl)carbonyl](methyl)amino}propanoate). Yields the product C1(CCCCC1)C(C=1C(=NN(C1)C1=CC=CC=C1)COC)NC1=CC=C(C=C1)C(=O)N(CCC(=O)O)C (3-[{[4-({cyclohexyl[3-(methoxymethyl)-1-phenyl-1H-pyrazol-4-yl]methyl}amino)phenyl]carbonyl}(methyl)amino]propanoic acid). Isolated yield 39.3%. RXN SMILES: [CH:1]1([CH:7]([C:9]2[C:10]([CH2:20][O:21][CH3:22])=[N:11][N:12]([C:14]3[CH:19]=[CH:18][CH:17]=[CH:16][CH:15]=3)[CH:13]=2)O)[CH2:6][CH2:5][CH2:4][CH2:3][CH2:2]1.[NH2:23][C:24]1[CH:29]=[CH:28][C:27]([C:30]([N:32]([CH3:40])[CH2:33][CH2:34][C:35]([O:37]CC)=[O:36])=[O:31])=[CH:26][CH:25]=1>>[CH:1]1([CH:7]([NH:23][C:24]2[CH:25]=[CH:26][C:27]([C:30]([N:32]([CH3:40])[CH2:33][CH2:34][C:35]([OH:37])=[O:36])=[O:31])=[CH:28][CH:29]=2)[C:9]2[C:10]([CH2:20][O:21][CH3:22])=[N:11][N:12]([C:14]3[CH:19]=[CH:18][CH:17]=[CH:16][CH:15]=3)[CH:13]=2)[CH2:6][CH2:5][CH2:4][CH2:3][CH2:2]1. Procedure: Using cyclohexyl[3-(methoxymethyl)-1-phenyl-1H-pyrazol-4-yl]methanol (0.50 g) synthesized in Example 37(3) and ethyl 3-{[(4-aminophenyl)carbonyl](methyl)amino}propanoate (0.42 g) synthesized in Example 2(2) and in the same manner as in Example 1(7), the title object compound (0.33 g, 39%) was obtained as a white solid. Reported procedure: A solution of 16.2 parts of O4 -methyl O1 -(phenylmethyl) 4-[(ethoxycarbonyl)phenylamino]-1,4-piperidinedicarboxylate in 200 parts of methanol and 20 parts of methanol, previously saturated with ammonia is hydrogenated at normal pressure and at room temperature with 3 parts of palladium-on-charcoal catalyst 10%. After the calculated amount of hydrogen is taken up, the catalyst is filtered off and the filtrate is evaporated, yielding 11.7 parts of methyl 4-[(ethoxycarbonyl)phenylamino]-4-piperidi... The solvent is CO (methanol), CO (methanol). The reagents and catalysts are [Pd] (palladium-on-charcoal). Yields the product 11.7, C(C)OC(=O)N(C1(CCNCC1)C(=O)OC)C1=CC=CC=C1 (methyl 4-[(ethoxycarbonyl)phenylamino]-4-piperidinecarboxylate). Starting materials: [H][H] (hydrogen), N (ammonia), 16.2, C(C)OC(=O)N(C1(CCN(CC1)C(=O)OCC1=CC=CC=C1)C(=O)OC)C1=CC=CC=C1 (O4 -methyl O1 -(phenylmethyl) 4-[(ethoxycarbonyl)phenylamino]-1,4-piperidinedicarboxylate). RXN SMILES: [CH2:1]([O:3][C:4]([N:6]([C:27]1[CH:32]=[CH:31][CH:30]=[CH:29][CH:28]=1)[C:7]1([C:23]([O:25][CH3:26])=[O:24])[CH2:12][CH2:11][N:10](C(OCC2C=CC=CC=2)=O)[CH2:9][CH2:8]1)=[O:5])[CH3:2].N.[H][H]>[Pd].CO>[CH2:1]([O:3][C:4]([N:6]([C:27]1[CH:28]=[CH:29][CH:30]=[CH:31][CH:32]=1)[C:7]1([C:23]([O:25][CH3:26])=[O:24])[CH2:12][CH2:11][NH:10][CH2:9][CH2:8]1)=[O:5])[CH3:2]. Procedure details: A solution of 6-bromohexanoyl chloride (100 g, 468 mmol) in 350 ml of tetrahydrofuran was poured into a solution of diethylamine (1.08 moles, 79 g, 112 ml) in 800 ml of rapidly stirring water. The mixture was then extracted with 2×200 ml of CH2Cl2 and the pooled extracts were washed with 250 ml of brine. Drying over Na2SO4 and concentration under recuced pressure afforded 111.6 g (446 mmol, 100% yield) of product as a pale yellow oil: 1H NMR (Me2SO-d6, 300 MHz) δ3.5 (t, J=6.7 Hz, 2H), 3.2-3.3 (m... As a reaction SMILES: [Br:1][CH2:2][CH2:3][CH2:4][CH2:5][CH2:6][C:7](Cl)=[O:8].[CH2:10]([NH:12][CH2:13][CH3:14])[CH3:11].O>O1CCCC1>[Br:1][CH2:2][CH2:3][CH2:4][CH2:5][CH2:6][C:7]([N:12]([CH2:13][CH3:14])[CH2:10][CH3:11])=[O:8]. Isolated yield 95.3%. Solvent: O1CCCC1 (tetrahydrofuran). Yields the product BrCCCCCC(=O)N(CC)CC (6-Bromo-N,N-diethylhexanamide). Starting materials: BrCCCCCC(=O)Cl (6-bromohexanoyl chloride), C(C)NCC (diethylamine), O (water). Yields the product C1(CCCCC1)CCNC(C(=O)O)C1=CC=CC=C1 (2-cyclohexylethylaminophenylacetic acid). RXN SMILES: [CH:1]1([CH2:7][CH2:8][NH:9][C:10]2[CH:15]=C[C:13]([CH2:16][C:17](O)=O)=[CH:12][CH:11]=2)[CH2:6][CH2:5][CH2:4][CH2:3][CH2:2]1.[OH-:20].[Na+].I[CH2:23]C(O)CO.CN(C)P(N(C)C)(N(C)C)=O.[OH2:39]>CCOCC>[CH:1]1([CH2:7][CH2:8][NH:9][CH:10]([C:11]2[CH:12]=[CH:13][CH:16]=[CH:17][CH:23]=2)[C:15]([OH:39])=[O:20])[CH2:2][CH2:3][CH2:4][CH2:5][CH2:6]1 |f:1.2|. Reactants: C1(CCCCC1)CCNC1=CC=C(C=C1)CC(=O)O (4-(2-cyclohexylethylamino)-phenylacetic acid), CN(P(=O)(N(C)C)N(C)C)C (hexamethylphosphoramide), O (water), [OH-].[Na+] (sodium hydroxide), ICC(CO)O (3-iodo-1,2-propanediol). Reported procedure: A solution of 7.34 g. of 4-(2-cyclohexylethylamino)-phenylacetic acid, 4.80 g. of 25% aqueous sodium hydroxide, and 12.6 g. of 3-iodo-1,2-propanediol in 50 ml. of hexamethylphosphoramide is stirred for 24 hours at ambient temperature, diluted with 100 ml. of ether and stirred for 5 days at ambient temperature. The mixture is treated with water and extracted with ether. The dried extracts are evaporated to yield 2,3-dihydroxypropyl 4-(2-cyclohexylethylaminophenylacetic acid. Run in CCOCC (ether).